This data is from the Open Reaction Database (ORD), a public repository of structured organic reaction records. The task is: describe an organic reaction: reactants, conditions, products, and yield The reactants are C[C@@H]1[C@@H](C[C@@H](C(N1CC(C)C)=O)NC(OC(C)(C)C)=O)C1=CC=CC=C1 (tert-butyl [(3S,5S,6R)-6-methyl-1-(2-methylpropyl)-2-oxo-5-phenylpiperidin-3-yl]carbamate). Solvent: C(C)(=O)OCC (ethyl acetate). Run at temperature 23 celsius, time 2 hour. Yields the product N[C@@H]1C(N([C@@H]([C@@H](C1)C1=CC=CC=C1)C)CC(C)C)=O ((3S,5S,6R)-3-Amino-6-methyl-1-(2-methylpropyl)-5-phenylpiperidin-2-one), hydrochloride salt. RXN SMILES: [CH3:1][C@H:2]1[N:7]([CH2:8][CH:9]([CH3:11])[CH3:10])[C:6](=[O:12])[C@@H:5]([NH:13]C(=O)OC(C)(C)C)[CH2:4][C@H:3]1[C:21]1[CH:26]=[CH:25][CH:24]=[CH:23][CH:22]=1>C(OCC)(=O)C>[NH2:13][C@H:5]1[CH2:4][C@@H:3]([C:21]2[CH:22]=[CH:23][CH:24]=[CH:25][CH:26]=2)[C@@H:2]([CH3:1])[N:7]([CH2:8][CH:9]([CH3:11])[CH3:10])[C:6]1=[O:12]. Procedure details: A solution of tert-butyl [(3S,5S,6R)-6-methyl-1-(2-methylpropyl)-2-oxo-5-phenylpiperidin-3-yl]carbamate (140 mg, 0.39 mmol) in ethyl acetate (10 mL), pre-cooled to 0° C. was sparged with HCl gas for ˜1 min. The ice-bath was removed and the acidic solution was allowed to warm to 23° C. as stirring was continued for 2 h. The mixture was then concentrated to dryness to afford the title compound as a hydrochloride salt. MS: m/z=261.3 (M+1). Starting materials: C([O-])([O-])=O.[K+].[K+] (potassium carbonate), BrC=1C=C2C(C(=CN(C2=CN1)CC=1C=NN(C1)C)C(=O)OCC)=O (ethyl 6-bromo-1-((1-methyl-1H-pyrazol-4-yl)methyl)-4-oxo-1,4-dihydro-1,7-naphthyridine-3-carboxylate), BrC=1C=C2C(C(=CN(C2=CN1)CC=1C=NN(C1)C)C(=O)OCC)=O (ethyl 6-bromo-1-((1-methyl-1H-pyrazol-4-yl)methyl)-4-oxo-1,4-dihydro-1,7-naphthyridine-3-carboxylate), C(C)NC(NC1=CC(=C(C=N1)B(O)O)C=1SC=C(N1)C(F)(F)F)=O (6-(3-ethylureido)-4-(4-(trifluoromethyl)thiazole-2-yl)pyridine-3-ylboronic acid). The reagents and catalysts are C(C)(=O)[O-].[Pd+2].C(C)(=O)[O-] (palladium (II) acetate), C(C)(C)(C)P([C-]1C=CC=C1)C(C)(C)C.[C-]1(C=CC=C1)P(C(C)(C)C)C(C)(C)C.[Fe+2] (1,1′-bis(di-t-butylphosphino)ferrocene). Run in C(C)#N (acetonitrile), O (water). Conditions: temperature 60 celsius, time 9 hour. Yields the product C(C)NC(NC1=CC(=C(C=N1)C=1C=C2C(C(=CN(C2=CN1)CC=1C=NN(C1)C)C(=O)O)=O)C=1SC=C(N1)C(F)(F)F)=O (6-(6-(3-ethylureido)-4-(4-(trifluoromethyl)thiazol-2-yl)pyridin-3-yl)-1-((1-methyl-1H-pyrazol-4-yl)methyl)-4-oxo-1,4-dihydro-1,7-naphthyridine-3-carboxylic acid). The yield is 15.0%. RXN SMILES: Br[C:2]1[CH:3]=[C:4]2[C:9](=[CH:10][N:11]=1)[N:8]([CH2:12][C:13]1[CH:14]=[N:15][N:16]([CH3:18])[CH:17]=1)[CH:7]=[C:6]([C:19]([O:21]CC)=[O:20])[C:5]2=[O:24].[CH2:25]([NH:27][C:28](=[O:48])[NH:29][C:30]1[N:35]=[CH:34][C:33](B(O)O)=[C:32]([C:39]2[S:40][CH:41]=[C:42]([C:44]([F:47])([F:46])[F:45])[N:43]=2)[CH:31]=1)[CH3:26].C(=O)([O-])[O-].[K+].[K+]>C(#N)C.O.C([O-])(=O)C.[Pd+2].C([O-])(=O)C.C(P(C(C)(C)C)[C-]1C=CC=C1)(C)(C)C.[C-]1(P(C(C)(C)C)C(C)(C)C)C=CC=C1.[Fe+2]>[CH2:25]([NH:27][C:28](=[O:48])[NH:29][C:30]1[N:35]=[CH:34][C:33]([C:2]2[CH:3]=[C:4]3[C:9](=[CH:10][N:11]=2)[N:8]([CH2:12][C:13]2[CH:14]=[N:15][N:16]([CH3:18])[CH:17]=2)[CH:7]=[C:6]([C:19]([OH:21])=[O:20])[C:5]3=[O:24])=[C:32]([C:39]2[S:40][CH:41]=[C:42]([C:44]([F:47])([F:46])[F:45])[N:43]=2)[CH:31]=1)[CH3:26] |f:2.3.4,7.8.9,10.11.12|. Procedure details: To a solution of palladium (II) acetate (22.95 mg, 0.10 mmol, 0.1 equiv.) and 1,1′-bis(di-t-butylphosphino)ferrocene (48.5 mg, 0.10 mmol, 0.1 equiv.) in acetonitrile (3 mL) was added ethyl 6-bromo-1-((1-methyl-1H-pyrazol-4-yl)methyl)-4-oxo-1,4-dihydro-1,7-naphthyridine-3-carboxylate (Intermediate 52, 400 mg, 1.02 mmol, 1 equiv.), followed by 6-(3-ethylureido)-4-(4-(trifluoromethyl)thiazole-2-yl)pyridine-3-ylboronic acid (WO2009106885, 372 mg, 1.03 mmol, 1.01 equiv.) and a solution of potassium c...